The task is: describe an organic reaction: reactants, conditions, products, and yield. This data is from the Open Reaction Database (ORD), a public repository of structured organic reaction records. Reactants: ClC1=C(C=CC=C1)C=1C2=C(NCCN1)SC(=C2)CC (5-o-chlorophenyl-7-ethyl-2,3-dihydro-1H-thieno[2,3-e][1,4]diazepine), O1CCN(CC1)CCCNC(=O)Cl (3-morpholinopropylcarbamoyl chloride). Solvent: N1=CC=CC=C1 (pyridine). Conditions: temperature 60 celsius, time 24 hour. Yields the product Cl.Cl.ClC1=C(C=CC=C1)C=1C2=C(N(CCN1)C(NCCCN1CCOCC1)=O)SC(=C2)CC (5-o-chlorophenyl-7-ethyl-1-(3-morpholinopropylcarbamoyl)-2,3-dihydro-1H-thieno[2,3-e][1,4]diazepine dihydrochloride). Reaction SMILES: [Cl:1][C:2]1[CH:7]=[CH:6][CH:5]=[CH:4][C:3]=1[C:8]1[C:9]2[CH:17]=[C:16]([CH2:18][CH3:19])[S:15][C:10]=2[NH:11][CH2:12][CH2:13][N:14]=1.[O:20]1[CH2:25][CH2:24][N:23]([CH2:26][CH2:27][CH2:28][NH:29][C:30]([Cl:32])=[O:31])[CH2:22][CH2:21]1>N1C=CC=CC=1>[ClH:1].[ClH:32].[Cl:1][C:2]1[CH:7]=[CH:6][CH:5]=[CH:4][C:3]=1[C:8]1[C:9]2[CH:17]=[C:16]([CH2:18][CH3:19])[S:15][C:10]=2[N:11]([C:30](=[O:31])[NH:29][CH2:28][CH2:27][CH2:26][N:23]2[CH2:22][CH2:21][O:20][CH2:25][CH2:24]2)[CH2:12][CH2:13][N:14]=1 |f:3.4.5|. Procedure details: To a solution of 5.8 g of 5-o-chlorophenyl-7-ethyl-2,3-dihydro-1H-thieno[2,3-e][1,4]diazepine in 50 ml of pyridine is added 4.5 g of 3-morpholinopropylcarbamoyl chloride and stirred for 24 hours at 60° C. Then pyridine is evaporated under reduced pressure, and to the residue is added acetone to crystallize. The crude crystals obtained are recrystallized from ethanol to give 5-o-chlorophenyl-7-ethyl-1-(3-morpholinopropylcarbamoyl)-2,3-dihydro-1H-thieno[2,3-e][1,4]diazepine dihydrochloride as yell... Procedure details: The procedure of Example 10 was used to prepare the title compound from 1,2-dihydro-2,2,3-trimethyl-1,3,5-triazino[1,2-a]benzimidazol-4(3H)-one and isopropyl isocyanate. The product crystallized as a white solid, mp 93°-96° C. The confirmatory elemental analysis is shown in Table III. As a reaction SMILES: [CH3:1][C:2]1([CH3:17])[N:10]([CH3:11])[C:9](=[O:12])[N:8]2[C:4](=[N:5][C:6]3[CH:16]=[CH:15][CH:14]=[CH:13][C:7]=32)[NH:3]1.[CH:18]([N:21]=[C:22]=[O:23])([CH3:20])[CH3:19]>>[CH:18]([NH:21][C:22]([N:5]1[C:6]2[CH:16]=[CH:15][CH:14]=[CH:13][C:7]=2[N:8]2[C:9](=[O:12])[N:10]([CH3:11])[C:2]([CH3:17])([CH3:1])[N:3]=[C:4]12)=[O:23])([CH3:20])[CH3:19]. Reactants: CC1(NC2=NC3=C(N2C(N1C)=O)C=CC=C3)C (1,2-dihydro-2,2,3-trimethyl-1,3,5-triazino[1,2-a]benzimidazol-4(3H)-one), C(C)(C)N=C=O (isopropyl isocyanate). Yields the product C(C)(C)NC(=O)N1C=2N(C3=C1C=CC=C3)C(N(C(N2)(C)C)C)=O (N-Isopropyl-4-oxo-2,3,4,10-tetrahydro-2,2,3-trimethyl-1,3,5-triazino[1,2-a]benzimidazole-10-carboxamide). The reactants are [OH-].[K+] (potassium hydroxide), ice water, [Cl-].[Na+] (sodium chloride), C(C1=CC=CC=C1)OC(=O)[C@H]1C(=CS[C@H]2N1C([C@H]2NC(COC2=CC=CC=C2)=O)=O)OC (7β-phenoxyacetamido-3-methoxy-ceph-2-em-4α-carboxylic acid benzyl ester), C(C1=CC=CC=C1)OC(=O)C1=C(CS[C@H]2N1C([C@H]2NC(COC2=CC=CC=C2)=O)=O)OC (7β-phenoxyacetamido-3-methoxy-ceph-3-em-4-carboxylic acid benzyl ester). Solvent: C(Cl)Cl (methylene chloride), O1CCCC1 (tetrahydrofurane). The product is O(C1=CC=CC=C1)CC(=O)N[C@H]1[C@@H]2N([C@H](C(=CS2)OC)C(=O)O)C1=O (7β-phenoxyacetamido-3-methoxy-ceph-2-em-4α-carboxylic acid). RXN SMILES: [OH-].[K+].C([O:10][C:11]([C@@H:13]1[N:18]2[C:19](=[O:32])[C@@H:20]([NH:21][C:22](=[O:31])[CH2:23][O:24][C:25]3[CH:30]=[CH:29][CH:28]=[CH:27][CH:26]=3)[C@H:17]2[S:16][CH:15]=[C:14]1[O:33][CH3:34])=[O:12])C1C=CC=CC=1.C(OC(C1N2C(=O)[C@@H](NC(=O)COC3C=CC=CC=3)[C@H]2SCC=1OC)=O)C1C=CC=CC=1.[Cl-].[Na+]>O1CCCC1.C(Cl)Cl>[O:24]([CH2:23][C:22]([NH:21][C@@H:20]1[C:19](=[O:32])[N:18]2[C@@H:13]([C:11]([OH:12])=[O:10])[C:14]([O:33][CH3:34])=[CH:15][S:16][C@H:17]12)=[O:31])[C:25]1[CH:30]=[CH:29][CH:28]=[CH:27][CH:26]=1 |f:0.1,4.5|. Procedure details: 15 ml of pre-cooled 0.1 N potassium hydroxide solution are added, whilst stirring, to a solution prepared at 0° C., of 454 mg (1 mmol) of an approx. 3:1 mixture of 7β-phenoxyacetamido-3-methoxy-ceph-2-em-4α-carboxylic acid benzyl ester and 7β-phenoxyacetamido-3-methoxy-ceph-3-em-4-carboxylic acid benzyl ester in 30 ml of tetrahydrofurane. The mixture is stirred for a further 5 minutes at 0° C., 100 of ice water and 100 ml of pre-cooled methylene chloride are then added and the whole is stirred v... Reactants: CCC(C(=O)[O-])C1CCc2cc(OCCc3nc(-c4ccc(OC)cc4)ccc3C)ccc21, C1CCOC1, CO, [Li+], [OH-], O. The product is COc1ccc(-c2ccc(C)c(CCOc3ccc4c(c3)CCC4CC(=O)O)n2)cc1. Reaction SMILES: [CH2:1]([CH3:2])[CH:3]([C:4](=[O:5])[O-:6])[CH:7]1[CH2:8][CH2:9][c:10]2[cH:11][c:12]([O:16][CH2:17][CH2:18][c:19]3[n:20][c:21](-[c:26]4[cH:27][cH:28][c:29]([O:32][CH3:33])[cH:30][cH:31]4)[cH:22][cH:23][c:24]3[CH3:25])[cH:13][cH:14][c:15]21.[CH2:39]1[O:40][CH2:41][CH2:42][CH2:43]1.[CH3:36][OH:37].[Li+:35].[OH-:34].[OH2:38]>>[CH2:3]([C:4](=[O:5])[OH:6])[CH:7]1[CH2:8][CH2:9][c:10]2[cH:11][c:12]([O:16][CH2:17][CH2:18][c:19]3[n:20][c:21](-[c:26]4[cH:27][cH:28][c:29]([O:32][CH3:33])[cH:30][cH:31]4)[cH:22][cH:23][c:24]3[CH3:25])[cH:13][cH:14][c:15]21.